Dataset: the Open Reaction Database (ORD), a public repository of structured organic reaction records. Task: describe an organic reaction: reactants, conditions, products, and yield Starting materials: CC(C)(C)OC(=O)C(C)(C)Sc1nc(CCNc2ccc(Cl)nn2)cs1, OB(O)Oc1ccc(OC(F)(F)F)cc1, [Na+], [Na+], O=C([O-])[O-], C1COCCO1, O, c1ccc(P(c2ccccc2)(c2ccccc2)[Pd](P(c2ccccc2)(c2ccccc2)c2ccccc2)(P(c2ccccc2)(c2ccccc2)c2ccccc2)P(c2ccccc2)(c2ccccc2)c2ccccc2)cc1. Product: CC(C)(C)OC(=O)C(C)(C)Sc1nc(CCNc2ccc(-c3ccc(OC(F)(F)F)cc3)nn2)cs1. Reaction SMILES: [C:1]([CH3:2])([CH3:3])([CH3:4])[O:5][C:6]([C:7]([CH3:8])([CH3:9])[S:10][c:11]1[s:12][cH:13][c:14]([CH2:16][CH2:17][NH:18][c:19]2[n:20][n:21][c:22]([Cl:25])[cH:23][cH:24]2)[n:15]1)=[O:26].[F:27][C:28]([O:29][c:30]1[cH:31][cH:32][c:33]([O:36][B:37]([OH:38])[OH:39])[cH:34][cH:35]1)([F:40])[F:41].[Na+:49].[Na+:50].[O-:51][C:52](=[O:53])[O-:54].[O:43]1[CH2:44][CH2:45][O:46][CH2:47][CH2:48]1.[OH2:42].[cH:55]1[cH:56][cH:57][c:58]([P:59]([Pd:60]([P:61]([c:62]2[cH:63][cH:64][cH:65][cH:66][cH:67]2)([c:68]2[cH:69][cH:70][cH:71][cH:72][cH:73]2)[c:74]2[cH:75][cH:76][cH:77][cH:78][cH:79]2)([P:80]([c:81]2[cH:82][cH:83][cH:84][cH:85][cH:86]2)([c:87]2[cH:88][cH:89][cH:90][cH:91][cH:92]2)[c:93]2[cH:94][cH:95][cH:96][cH:97][cH:98]2)[P:99]([c:100]2[cH:101][cH:102][cH:103][cH:104][cH:105]2)([c:106]2[cH:107][cH:108][cH:109][cH:110][cH:111]2)[c:112]2[cH:113][cH:114][cH:115][cH:116][cH:117]2)([c:118]2[cH:119][cH:120][cH:121][cH:122][cH:123]2)[c:124]2[cH:125][cH:126][cH:127][cH:128][cH:129]2)[cH:130][cH:131]1>>[C:1]([CH3:2])([CH3:3])([CH3:4])[O:5][C:6]([C:7]([CH3:8])([CH3:9])[S:10][c:11]1[s:12][cH:13][c:14]([CH2:16][CH2:17][NH:18][c:19]2[n:20][n:21][c:22](-[c:33]3[cH:32][cH:31][c:30]([O:29][C:28]([F:27])([F:40])[F:41])[cH:35][cH:34]3)[cH:23][cH:24]2)[n:15]1)=[O:26]. The reactants are C1CCOC1, COC(=O)C(C)(C)Cc1cc(C)c(-c2cc3ccc(-c4nnc(-c5ccc(Cl)cc5)o4)cc3[nH]2)c(C)c1, CO, Cl, [Na+], [OH-], O. The product is Cc1cc(CC(C)(C)C(=O)O)cc(C)c1-c1cc2ccc(-c3nnc(-c4ccc(Cl)cc4)o3)cc2[nH]1. RXN SMILES: [CH2:40]1[O:41][CH2:42][CH2:43][CH2:44]1.[CH3:1][O:2][C:3]([C:4]([CH2:5][c:6]1[cH:7][c:8]([CH3:34])[c:9](-[c:13]2[nH:14][c:15]3[cH:16][c:17](-[c:22]4[o:23][c:24](-[c:27]5[cH:28][cH:29][c:30]([Cl:33])[cH:31][cH:32]5)[n:25][n:26]4)[cH:18][cH:19][c:20]3[cH:21]2)[c:10]([CH3:12])[cH:11]1)([CH3:35])[CH3:36])=[O:37].[CH3:46][OH:47].[ClH:45].[Na+:39].[OH-:38].[OH2:48]>>[O:2]=[C:3]([C:4]([CH2:5][c:6]1[cH:7][c:8]([CH3:34])[c:9](-[c:13]2[nH:14][c:15]3[cH:16][c:17](-[c:22]4[o:23][c:24](-[c:27]5[cH:28][cH:29][c:30]([Cl:33])[cH:31][cH:32]5)[n:25][n:26]4)[cH:18][cH:19][c:20]3[cH:21]2)[c:10]([CH3:12])[cH:11]1)([CH3:35])[CH3:36])[OH:37]. Starting materials: ClCCl, COC(=O)c1sccc1S(=O)(=O)N=C=O, Cc1nc(C)nc(N)n1. Product: COC(=O)c1sccc1S(=O)(=O)NC(=O)Nc1nc(C)nc(C)n1. RXN SMILES: [CH2:25]([Cl:26])[Cl:27].[CH3:10][O:11][C:12](=[O:13])[c:14]1[s:15][cH:16][cH:17][c:18]1[S:19](=[O:20])(=[O:21])[N:22]=[C:23]=[O:24].[NH2:1][c:2]1[n:3][c:4]([CH3:9])[n:5][c:6]([CH3:8])[n:7]1>>[NH:1]([c:2]1[n:3][c:4]([CH3:9])[n:5][c:6]([CH3:8])[n:7]1)[C:23]([NH:22][S:19]([c:18]1[c:14]([C:12]([O:11][CH3:10])=[O:13])[s:15][cH:16][cH:17]1)(=[O:20])=[O:21])=[O:24]. The reactants are COc1cccc(C)c1Br, C1CCOC1, O=C1Nc2ccc(Cl)cc2C1=O, Cl, [Mg]. Yields the product [Br-], COc1cccc(C)c1[Mg+]. As a reaction SMILES: [Br:2][c:3]1[c:4]([O:10][CH3:11])[cH:5][cH:6][cH:7][c:8]1[CH3:9].[CH2:25]1[O:26][CH2:27][CH2:28][CH2:29]1.[Cl:12][c:13]1[cH:14][c:15]2[c:16]([cH:17][cH:18]1)[NH:19][C:20](=[O:21])[C:22]2=[O:23].[ClH:24].[Mg:1]>>[Br-:2].[Mg+:1][c:3]1[c:4]([O:10][CH3:11])[cH:5][cH:6][cH:7][c:8]1[CH3:9]. Starting materials: crude product, ClC1=NC(=NC(=N1)NC1=CC=C(C=C1)F)NC1=CC=CC=C1 (6-chloro-N-(4-fluorophenyl)-N′-phenyl-1,3,5-triazine-2,4-diamine), C(C)(C)N(CC)C(C)C (diisopropylethylamine), C(C)(C)N (isopropylamine), C(C)OC(C)=O.Cl (hydrochloric acid ethyl acetate). Solvent: O (water), C(C)(=O)OCC (ethyl acetate), C(C)#N (acetonitrile). Run at temperature 80 celsius, time 8 hour. Product: Cl.FC1=CC=C(C=C1)NC1=NC(=NC(=N1)NC(C)C)NC1=CC=CC=C1 (N-(4-fluorophenyl)-N′-isopropyl-N″-phenyl-1,3,5-triazine-2,4,6-triamine hydrochloride). As a reaction SMILES: [Cl:1][C:2]1[N:7]=[C:6]([NH:8][C:9]2[CH:14]=[CH:13][C:12]([F:15])=[CH:11][CH:10]=2)[N:5]=[C:4]([NH:16][C:17]2[CH:22]=[CH:21][CH:20]=[CH:19][CH:18]=2)[N:3]=1.[CH:23]([N:26](C(C)C)CC)([CH3:25])[CH3:24].C(N)(C)C.C(OC(=O)C)C.Cl>C(#N)C.C(OCC)(=O)C.O>[ClH:1].[F:15][C:12]1[CH:13]=[CH:14][C:9]([NH:8][C:6]2[N:7]=[C:2]([NH:26][CH:23]([CH3:25])[CH3:24])[N:3]=[C:4]([NH:16][C:17]3[CH:22]=[CH:21][CH:20]=[CH:19][CH:18]=3)[N:5]=2)=[CH:10][CH:11]=1 |f:3.4,8.9|. Procedure: A 316 mg portion of the 6-chloro-N-(4-fluorophenyl)-N′-phenyl-1,3,5-triazine-2,4-diamine was dissolved in 10.0 ml of acetonitrile, and 0.523 ml of diisopropylethylamine and 0.170 ml of isopropylamine were added thereto and stirred overnight at 80° C. The reaction solution was cooled down to room temperature, and then mixed with water and extracted with ethyl acetate. The organic layer was washed with 5% citric acid aqueous solution and saturated brine and then dried using anhydrous magnesium sul... Starting materials: CS(=O)(=O)N1CCC(=CC1)C=1C=C2C(=CN1)OC1(CC3(CCNCC3)C1)C2 (5-(1-methanesulfonyl-1,2,3,6-tetrahydro-pyridin-4-yl)-dispiro[2,3-dihydrofuro[2,3-c]pyridine-2,1′-cyclobutane-3′,4″-piperidine]), ClC1=NC=C(C=N1)Cl (2,5-dichloro-pyrimidine). Product: ClC=1C=NC(=NC1)N1CCC2(CC1)CC1(C2)CC=2C(=CN=C(C2)C=2CCN(CC2)S(=O)(=O)C)O1 (1″-(5-Chloro-pyrimidin-2-yl)-5-(1-methanesulfonyl-1,2,3,6-tetrahydro-pyridin-4-yl)-dispiro[2,3-dihydrofuro[2,3-c]pyridine-2,1′-cyclobutane-3′,4″-piperidine]). As a reaction SMILES: [CH3:1][S:2]([N:5]1[CH2:10][CH:9]=[C:8]([C:11]2[CH:12]=[C:13]3[CH2:27][C:18]4([CH2:26][C:20]5([CH2:25][CH2:24][NH:23][CH2:22][CH2:21]5)[CH2:19]4)[O:17][C:14]3=[CH:15][N:16]=2)[CH2:7][CH2:6]1)(=[O:4])=[O:3].Cl[C:29]1[N:34]=[CH:33][C:32]([Cl:35])=[CH:31][N:30]=1>>[Cl:35][C:32]1[CH:31]=[N:30][C:29]([N:23]2[CH2:22][CH2:21][C:20]3([CH2:19][C:18]4([O:17][C:14]5=[CH:15][N:16]=[C:11]([C:8]6[CH2:9][CH2:10][N:5]([S:2]([CH3:1])(=[O:4])=[O:3])[CH2:6][CH:7]=6)[CH:12]=[C:13]5[CH2:27]4)[CH2:26]3)[CH2:25][CH2:24]2)=[N:34][CH:33]=1. Procedure: The title compound is prepared from 5-(1-methanesulfonyl-1,2,3,6-tetrahydro-pyridin-4-yl)-dispiro[2,3-dihydrofuro[2,3-c]pyridine-2,1′-cyclobutane-3′,4″-piperidine] (HCl salt) and 2,5-dichloro-pyrimidine following a procedure analogous to that described for Example 4. LC (method 1): tR=1.17 min; Mass spectrum (ESI+): m/z=502/504 (Cl) [M+H]+. Reactants: CCO, Cl, [K+], [OH-], CON=C(C(=O)OC)c1csc(O)n1. Yields the product CON=C(C(=O)O)c1csc(O)n1. As a reaction SMILES: [CH3:18][CH2:19][OH:20].[ClH:17].[K+:16].[OH-:15].[OH:1][c:2]1[s:3][cH:4][c:5]([C:7]([C:8](=[O:9])[O:10][CH3:11])=[N:12][O:13][CH3:14])[n:6]1>>[OH:1][c:2]1[s:3][cH:4][c:5]([C:7]([C:8](=[O:9])[OH:10])=[N:12][O:13][CH3:14])[n:6]1. Starting materials: C(C1=CC=CC=C1)(=O)OC1CCC(CC1)=O (4-Benzoyloxycyclohexanone), Cl.N1CCCCC1 (piperidine hydrochloride), [C-]#N.[K+] (potassium cyanide). Solvent: C(C)O (ethanol), O (water). Conditions: time 8 hour. The product is C(C1=CC=CC=C1)(=O)OC1CCC(CC1)(C#N)N1CCCCC1 (4-Benzoyloxy-1-piperidinocyclohexanecarbonitrile). Yield: 74.9%. Reaction SMILES: [C:1]([O:9][CH:10]1[CH2:15][CH2:14][C:13](=O)[CH2:12][CH2:11]1)(=[O:8])[C:2]1[CH:7]=[CH:6][CH:5]=[CH:4][CH:3]=1.Cl.[NH:18]1[CH2:23][CH2:22][CH2:21][CH2:20][CH2:19]1.[C-:24]#[N:25].[K+]>C(O)C.O>[C:1]([O:9][CH:10]1[CH2:15][CH2:14][C:13]([N:18]2[CH2:23][CH2:22][CH2:21][CH2:20][CH2:19]2)([C:24]#[N:25])[CH2:12][CH2:11]1)(=[O:8])[C:2]1[CH:7]=[CH:6][CH:5]=[CH:4][CH:3]=1 |f:1.2,3.4|. Procedure details: 4-Benzoyloxycyclohexanone (13.5 g, 62 mmoles), piperidine hydrochloride (8.1 g, 67 mmoles) and potassium cyanide (4.25 g, 65 mmoles) were dissolved in 60 ml of 95% ethanol and 60 ml of water. The mixture was stirred at room temperature for 16 hours (overnight). The resulting solid material was collected by filtration. The filtrate was diluted with 100 ml of water and the solution was extracted with ether. Concentration of the ethereal solution gave more solid material. The combined solid materia... The reactants are [Br-], CC(=O)c1ccc(-c2cc3nc(Oc4ccc(C)c(C(=O)O)c4)[nH]c3cc2Cl)cc1, C1CCOC1, C[Mg+], CCOCC. Product: Cc1ccc(Oc2nc3cc(-c4ccc(C(C)(C)O)cc4)c(Cl)cc3[nH]2)cc1C(=O)O. RXN SMILES: [Br-:31].[C:1]([CH3:2])(=[O:3])[c:4]1[cH:5][cH:6][c:7](-[c:10]2[cH:11][c:12]3[c:13]([nH:14][c:15]([O:17][c:18]4[cH:19][cH:20][c:21]([CH3:27])[c:22]([C:23](=[O:24])[OH:25])[cH:26]4)[n:16]3)[cH:28][c:29]2[Cl:30])[cH:8][cH:9]1.[CH2:34]1[O:35][CH2:36][CH2:37][CH2:38]1.[CH3:32][Mg+:33].[CH3:39][CH2:40][O:41][CH2:42][CH3:43]>>[C:1]([CH3:2])([OH:3])([c:4]1[cH:5][cH:6][c:7](-[c:10]2[cH:11][c:12]3[c:13]([nH:14][c:15]([O:17][c:18]4[cH:19][cH:20][c:21]([CH3:27])[c:22]([C:23](=[O:24])[OH:25])[cH:26]4)[n:16]3)[cH:28][c:29]2[Cl:30])[cH:8][cH:9]1)[CH3:32].